From a dataset of the Open Reaction Database (ORD), a public repository of structured organic reaction records. describe an organic reaction: reactants, conditions, products, and yield Starting materials: C(C)(=O)OCC (ethyl acetate), FC1=CC=C(C=C1)C1(CCCCC1)CCC=1OC2=C(N1)C1=CC=C(C=C1C=C2)C(CO)O (1-(2-(2-(1-(4-fluorophenyl)cyclohexyl)ethyl)naphtho[1,2-d]oxazol-7-yl)ethane-1,2-diol), I(=O)(=O)(=O)[O-].[Na+] (sodium periodate). The solvent is CO (methanol), O (water). Conditions: time 30 minute. Yields the product FC1=CC=C(C=C1)C1(CCCCC1)CCC=1OC2=C(N1)C1=CC=C(C=C1C=C2)C=O (2-(2-(1-(4-fluorophenyl)cyclohexyl)ethyl)naphtho[1,2-d]oxazole-7-carbaldehyde). Reaction SMILES: [F:1][C:2]1[CH:7]=[CH:6][C:5]([C:8]2([CH2:14][CH2:15][C:16]3[O:17][C:18]4[CH:28]=[CH:27][C:26]5[C:21](=[CH:22][CH:23]=[C:24]([CH:29]([OH:32])CO)[CH:25]=5)[C:19]=4[N:20]=3)[CH2:13][CH2:12][CH2:11][CH2:10][CH2:9]2)=[CH:4][CH:3]=1.I([O-])(=O)(=O)=O.[Na+].C(OCC)(=O)C>CO.O>[F:1][C:2]1[CH:7]=[CH:6][C:5]([C:8]2([CH2:14][CH2:15][C:16]3[O:17][C:18]4[CH:28]=[CH:27][C:26]5[C:21](=[CH:22][CH:23]=[C:24]([CH:29]=[O:32])[CH:25]=5)[C:19]=4[N:20]=3)[CH2:9][CH2:10][CH2:11][CH2:12][CH2:13]2)=[CH:4][CH:3]=1 |f:1.2|. Procedure details: To a solution of 1-(2-(2-(1-(4-fluorophenyl)cyclohexyl)ethyl)naphtho[1,2-d]oxazol-7-yl)ethane-1,2-diol (Preparation 42D, 0.051 g, 0.117 mmol) in methanol (1 mL) at 0° C. was added a solution of sodium periodate (0.038 g, 0.176 mmol) in water (1.000 mL) dropwise and the mixture was stirred for 30 mins at the same temp. Next, about 5 mL of ethyl acetate was added and the mixture was stirred for an addition 1 hr at 0-10° C. The mixture was extracted with EtOAc, washed with brine, dried over sodium ...